Dataset: the Open Reaction Database (ORD), a public repository of structured organic reaction records. Task: describe an organic reaction: reactants, conditions, products, and yield The reactants are CCOC(=O)C(C)C(C)=O, O, OCC1OC(OC2(CO)OC(CO)C(O)C2O)C(O)C(O)C1O. Yields the product CCOC(=O)C(C)C(C)O. As a reaction SMILES: [CH3:24][CH:25]([C:26](=[O:27])[O:28][CH2:29][CH3:30])[C:31](=[O:32])[CH3:33].[OH2:34].[OH:1][CH2:2][CH:3]1[CH:4]([OH:5])[CH:6]([OH:7])[CH:8]([OH:9])[CH:10]([O:11][C:12]2([CH2:21][OH:22])[CH:13]([OH:14])[CH:15]([OH:16])[CH:17]([CH2:18][OH:19])[O:20]2)[O:23]1>>[CH3:24][CH:25]([C:26](=[O:27])[O:28][CH2:29][CH3:30])[CH:31]([OH:32])[CH3:33]. Reactants: CCOC1=CCCc2cnc(SCc3ccccc3)nc21, CC(=O)O, O. Product: O=C1CCCc2cnc(SCc3ccccc3)nc21. As a reaction SMILES: [CH2:1]([c:2]1[cH:3][cH:4][cH:5][cH:6][cH:7]1)[S:8][c:9]1[n:10][c:11]2[c:16]([cH:17][n:18]1)[CH2:15][CH2:14][CH:13]=[C:12]2[O:19][CH2:20][CH3:21].[CH3:22][C:23](=[O:24])[OH:25].[OH2:26]>>[CH2:1]([c:2]1[cH:3][cH:4][cH:5][cH:6][cH:7]1)[S:8][c:9]1[n:10][c:11]2[c:16]([cH:17][n:18]1)[CH2:15][CH2:14][CH2:13][C:12]2=[O:19]. Isolated yield 55.3%. Starting materials: [H-].[Na+] (sodium hydride), ice water, FC1=CC=C(C=O)C=C1 (4-fluorobenzaldehyde), [N+](=O)([O-])C=1N=CNC1 (4-nitroimidazole). Reaction SMILES: F[C:2]1[CH:9]=[CH:8][C:5]([CH:6]=[O:7])=[CH:4][CH:3]=1.[N+:10]([C:13]1[N:14]=[CH:15][NH:16][CH:17]=1)([O-:12])=[O:11].[H-].[Na+]>CN(C)C=O>[N+:10]([C:13]1[N:14]=[CH:15][N:16]([C:2]2[CH:9]=[CH:8][C:5]([CH:6]=[O:7])=[CH:4][CH:3]=2)[CH:17]=1)([O-:12])=[O:11] |f:2.3|. Product: [N+](=O)([O-])C=1N=CN(C1)C1=CC=C(C=O)C=C1 (4-(4-Nitro-1H-imidazol-1-yl)benzaldehyde). Reported procedure: A suspension of 18.6 g of 4-fluorobenzaldehyde and 18.6 g of 4-nitroimidazole in 70 ml of dimethylformamide was dropwise added to a suspension of 6.6 g of sodium hydride (60% suspension in mineral oil) in 150 ml of dimethylformamide at a room temperature under stirring. The obtained mixture was stirred at 90° C. for about 5 hours, cooled and poured into ice-water to precipitate a solid. This solid was recovered by filtration, washed with water and heated together with ethanol. The mixture was co... Run in CN(C=O)C (dimethylformamide), CN(C=O)C (dimethylformamide). Reactants: COC(=O)c1ccc(Br)c(C)c1, O=C([O-])[O-], COc1ccccc1B(O)O, Cc1ccccc1, CCOC(C)=O, [K+], [K+], O, c1ccc(P(c2ccccc2)(c2ccccc2)[Pd](P(c2ccccc2)(c2ccccc2)c2ccccc2)(P(c2ccccc2)(c2ccccc2)c2ccccc2)P(c2ccccc2)(c2ccccc2)c2ccccc2)cc1. Product: COC(=O)c1ccc(-c2ccccc2OC)c(C)c1. Reaction SMILES: [Br:1][c:2]1[c:3]([CH3:12])[cH:4][c:5]([C:6](=[O:7])[O:8][CH3:9])[cH:10][cH:11]1.[C:24](=[O:25])([O-:26])[O-:27].[CH3:13][O:14][c:15]1[c:16]([B:21]([OH:22])[OH:23])[cH:17][cH:18][cH:19][cH:20]1.[CH3:31][c:32]1[cH:33][cH:34][cH:35][cH:36][cH:37]1.[CH3:38][CH2:39][O:40][C:41]([CH3:42])=[O:43].[K+:28].[K+:29].[OH2:30].[cH:44]1[cH:45][cH:46][c:47]([P:48]([Pd:49]([P:50]([c:51]2[cH:52][cH:53][cH:54][cH:55][cH:56]2)([c:57]2[cH:58][cH:59][cH:60][cH:61][cH:62]2)[c:63]2[cH:64][cH:65][cH:66][cH:67][cH:68]2)([P:69]([c:70]2[cH:71][cH:72][cH:73][cH:74][cH:75]2)([c:76]2[cH:77][cH:78][cH:79][cH:80][cH:81]2)[c:82]2[cH:83][cH:84][cH:85][cH:86][cH:87]2)[P:88]([c:89]2[cH:90][cH:91][cH:92][cH:93][cH:94]2)([c:95]2[cH:96][cH:97][cH:98][cH:99][cH:100]2)[c:101]2[cH:102][cH:103][cH:104][cH:105][cH:106]2)([c:107]2[cH:108][cH:109][cH:110][cH:111][cH:112]2)[c:113]2[cH:114][cH:115][cH:116][cH:117][cH:118]2)[cH:119][cH:120]1>>[c:2]1(-[c:16]2[c:15]([O:14][CH3:13])[cH:20][cH:19][cH:18][cH:17]2)[c:3]([CH3:12])[cH:4][c:5]([C:6](=[O:7])[O:8][CH3:9])[cH:10][cH:11]1.